describe an organic reaction: reactants, conditions, products, and yield From a dataset of the Open Reaction Database (ORD), a public repository of structured organic reaction records. Starting materials: COC(N(C)C)OC (N,N-dimethyl formamide dimethyl acetal), [N+](=O)([O-])C(C(C)=O)=C1SCCCN1 (1-nitro-1-(tetrahydro-2H-1,3-thiazin-2-ylidene)-2-propanone). Solvent: C(Cl)Cl (methylene chloride), C(Cl)(Cl)Cl (chloroform), C(Cl)(Cl)Cl (chloroform), CO (methanol), C(Cl)Cl (methylene chloride), CO (methanol). Reaction conditions: time 1 hour. Product: [N+](=O)([O-])C(C=O)=C1SCCCN1 (nitro(tetrahydro-2H-1,3-thiazin-2-ylidene)-acetaldehyde). Reaction SMILES: COC(OC)N(C)C.[N+:9]([C:12](=[C:16]1[NH:21][CH2:20][CH2:19][CH2:18][S:17]1)[C:13](=[O:15])C)([O-:11])=[O:10]>C(Cl)(Cl)Cl.CO.C(Cl)Cl>[N+:9]([C:12](=[C:16]1[NH:21][CH2:20][CH2:19][CH2:18][S:17]1)[CH:13]=[O:15])([O-:11])=[O:10]. Procedure details: 5.95 g of N,N-dimethyl formamide dimethyl acetal in 25 ml of chloroform was added dropwise at room temperature to a mixture of 8.0 g of 2 b in 50 ml of chloroform and the mixture was stirred for one hour at room temperature, then was heated to reflux and stirred for 12.5 hours. The solvent then was evaporated under reduced pressure to give a mushy solid, which was passed through fluorosil, using methylene chloride, then methanol, as eluents. The resulting material then was passed through fluoros...